From a dataset of the Open Reaction Database (ORD), a public repository of structured organic reaction records. describe an organic reaction: reactants, conditions, products, and yield The reactants are [Li]CCCC, c1ccc2c(c1)Cc1ccccc1-2, [Cl-], C[Si](C)(C)Cl, [NH4+], C1CCOC1, O. Reaction SMILES: [CH2:14]([Li:15])[CH2:16][CH2:17][CH3:18].[CH2:1]1[c:2]2[cH:3][cH:4][cH:5][cH:6][c:7]2-[c:8]2[cH:9][cH:10][cH:11][cH:12][c:13]21.[Cl-:24].[Cl:19][Si:20]([CH3:21])([CH3:22])[CH3:23].[NH4+:25].[O:26]1[CH2:27][CH2:28][CH2:29][CH2:30]1.[OH2:31]>>[CH:1]1([Si:20]([CH3:21])([CH3:22])[CH3:23])[c:2]2[cH:3][cH:4][cH:5][cH:6][c:7]2-[c:8]2[cH:9][cH:10][cH:11][cH:12][c:13]21. Yields the product C[Si](C)(C)C1c2ccccc2-c2ccccc21. Starting materials: CCCn1c(=O)c2c(nc(C=Cc3cc(OC)c(OC)cc3S(=O)(=O)O)n2C)n(CCC)c1=O, Nc1ccccc1. Yields the product CCCn1c(=O)c2c(nc(C=Cc3cc(OC)c(OC)cc3S(=O)(=O)Nc3ccccc3)n2C)n(CCC)c1=O. RXN SMILES: [CH3:1][O:2][c:3]1[cH:4][c:5]([S:31](=[O:32])(=[O:33])[OH:34])[c:6]([CH:7]=[CH:8][c:9]2[n:10][c:11]3[n:12]([CH2:24][CH2:25][CH3:26])[c:13](=[O:23])[n:14]([CH2:20][CH2:21][CH3:22])[c:15](=[O:19])[c:16]3[n:17]2[CH3:18])[cH:27][c:28]1[O:29][CH3:30].[NH2:35][c:36]1[cH:37][cH:38][cH:39][cH:40][cH:41]1>>[CH3:1][O:2][c:3]1[cH:4][c:5]([S:31](=[O:32])(=[O:33])[NH:35][c:36]2[cH:37][cH:38][cH:39][cH:40][cH:41]2)[c:6]([CH:7]=[CH:8][c:9]2[n:10][c:11]3[n:12]([CH2:24][CH2:25][CH3:26])[c:13](=[O:23])[n:14]([CH2:20][CH2:21][CH3:22])[c:15](=[O:19])[c:16]3[n:17]2[CH3:18])[cH:27][c:28]1[O:29][CH3:30]. As a reaction SMILES: [C:1]([C@H:4]1[C@H:9]2[O:10][C@H:6]([CH2:7][CH2:8]2)[C@H:5]1[NH:11]C(=O)OC(C)(C)C)(=[O:3])[NH2:2].C(O)(C(F)(F)F)=O>C(Cl)Cl>[NH2:11][C@@H:5]1[C@@H:6]2[O:10][C@@H:9]([CH2:8][CH2:7]2)[C@@H:4]1[C:1]([NH2:2])=[O:3]. Conditions: time 3.5 hour. Starting materials: C(N)(=O)[C@@H]1[C@@H]([C@H]2CC[C@@H]1O2)NC(OC(C)(C)C)=O (tert-Butyl(1R,2S,3R,4S)-3-carbamoyl-7-oxabicyclo[2.2.1]heptan-2-ylcarbamate), C(=O)(C(F)(F)F)O (TFA). Procedure: tert-butyl(1R,2S,3R,4S)-3-carbamoyl-7-oxabicyclo[2.2.1]heptan-2-ylcarbamate (14) (40 mg, 0.156 mmol) was taken in DCM and cooled to 0° C. when TFA (10 eq) was added and the reaction mixture was then stirred at rt for 3-4 h when TLC confirmed completion of reaction. TFA was removed and afforded the product (40 mg, quantitative) as a yellow oil. The product is N[C@H]1[C@H]([C@@H]2CC[C@H]1O2)C(=O)N ((1S,2R,3S,4R)-3-amino-7-oxabicyclo[2.2.1]heptane-2-carboxamide). The solvent is C(Cl)Cl (DCM). Starting materials: C1(=CC=CC=C1)C=1CCN(CC1)CCCN1C(C2=CC=CC=C2C1O)=O (2-[3-(4-phenyl-1,2,3,6-tetrahydro-1-pyridyl)propyl]-3-hydroxy-1-isoindolinone), NC1=CC=CC=C1 (aniline). The reagents and catalysts are C1(=CC=C(C=C1)S(=O)(=O)O)C (Para-toluenesulphonic acid). Solvent: C=1(C(=CC=CC1)C)C (xylene), C(Cl)Cl (methylene chloride). Conditions: time 9 hour. The product is C1(=CC=CC=C1)NC1N(C(C2=CC=CC=C12)=O)CCCN1CCC(=CC1)C1=CC=CC=C1 (3-phenylamino-2-[3-(4-phenyl-1,2,3,6-tetrahydro-1-pyridyl)propyl]-1-isoindolinone). Isolated yield 93.8%. Reaction SMILES: [C:1]1([C:7]2[CH2:8][CH2:9][N:10]([CH2:13][CH2:14][CH2:15][N:16]3[CH:24](O)[C:23]4[C:18](=[CH:19][CH:20]=[CH:21][CH:22]=4)[C:17]3=[O:26])[CH2:11][CH:12]=2)[CH:6]=[CH:5][CH:4]=[CH:3][CH:2]=1.[NH2:27][C:28]1[CH:33]=[CH:32][CH:31]=[CH:30][CH:29]=1>C1(C)C(C)=CC=CC=1.C(Cl)Cl.C1(C)C=CC(S(O)(=O)=O)=CC=1>[C:28]1([NH:27][CH:24]2[C:23]3[C:18](=[CH:19][CH:20]=[CH:21][CH:22]=3)[C:17](=[O:26])[N:16]2[CH2:15][CH2:14][CH2:13][N:10]2[CH2:11][CH:12]=[C:7]([C:1]3[CH:6]=[CH:5][CH:4]=[CH:3][CH:2]=3)[CH2:8][CH2:9]2)[CH:33]=[CH:32][CH:31]=[CH:30][CH:29]=1. Reported procedure: Para-toluenesulphonic acid (50 mg) is added to an agitated solution of 2-[3-(4-phenyl-1,2,3,6-tetrahydro-1-pyridyl)propyl]-3-hydroxy-1-isoindolinone (5 g) and aniline (1.7 g) in xylene (100 cc) at a temperature close to 20° C. in a Dean Stark apparatus. Agitation is continued for 9 hours at a temperature close to 135° C. After cooling to a temperature close to 20° C., the solution is washed with aqueous sodium bicarbonate solution (2×50 cc) then with distilled water (2×30 cc). The organic extrac... Starting materials: NC1=NC=C(C#N)C(=C1)F (6-amino-4-fluoronicotinonitrile), CN1C(CCCC1)CO (racemic (1-methylpiperidin-2-yl)methanol), intermediate 47. Product: NC1=NC=C(C#N)C(=C1)OCC1N(CCCC1)C ((racemic) 6-amino-4-((1-methylpiperidin-2-yl)methoxy)nicotinonitrile). RXN SMILES: [NH2:1][C:2]1[CH:9]=[C:8](F)[C:5]([C:6]#[N:7])=[CH:4][N:3]=1.[CH3:11][N:12]1[CH2:17][CH2:16][CH2:15][CH2:14][CH:13]1[CH2:18][OH:19]>>[NH2:1][C:2]1[CH:9]=[C:8]([O:19][CH2:18][CH:13]2[CH2:14][CH2:15][CH2:16][CH2:17][N:12]2[CH3:11])[C:5]([C:6]#[N:7])=[CH:4][N:3]=1. Reported procedure: From intermediate 21 and racemic (1-methylpiperidin-2-yl)methanol, reacted in an analogous manner to the preparation of intermediate 47. (UPLC-MS 3) tR 0.36 min; ESI-MS 247.2 [M+H]+.